From a dataset of the Open Reaction Database (ORD), a public repository of structured organic reaction records. describe an organic reaction: reactants, conditions, products, and yield Reaction conditions: temperature 170 celsius. As a reaction SMILES: [C:1]([C:4]1[C:13]2[C:8](=[CH:9][CH:10]=[CH:11][CH:12]=2)[C:7](=[O:14])[O:6][C:5]=1[NH:15][C@H:16]([C:19]1[CH:24]=[CH:23][CH:22]=[CH:21][CH:20]=1)[CH2:17][CH3:18])(=O)[CH3:2].[NH2:25][C:26]1[CH:27]=[N:28][CH:29]=[CH:30][CH:31]=1>C(#N)C>[C:19]1([C@@H:16]([NH:15][C:5]([C:4]2[C:13]3[C:8](=[CH:9][CH:10]=[CH:11][CH:12]=3)[C:7](=[O:14])[N:25]([C:26]3[CH:27]=[N:28][CH:29]=[CH:30][CH:31]=3)[C:1]=2[CH3:2])=[O:6])[CH2:17][CH3:18])[CH:20]=[CH:21][CH:22]=[CH:23][CH:24]=1. Run in C(C)#N (acetonitrile). Yields the product C1(=CC=CC=C1)[C@H](CC)NC(=O)C1=C(N(C(C2=CC=CC=C12)=O)C=1C=NC=CC1)C (3-Methyl-1-oxo-2-pyridin-3-yl-1,2-dihydro-isoquinoline-4-carboxylic acid ((S)-1-phenyl-propyl)-amide). Procedure details: A mixture of 4-acetyl-3-((S)-1-phenyl-propylamino)-isochromen-1-one (100 mg) and 3-aminopyridine (400 mg, excess) in acetonitrile (0.2 mL) was heated under microwave irradiation at 170° C. for 15 min. The reaction mixture was partitioned between water (20 ml) and ethyl acetate (20 ml), and the organic phase was washed with water (3×10 ml). The product was extracted into aqueous phase with aq. 2M HCl (10 ml), the aqueous solution was neutralised with aq. 10% Na2CO3 and extracted again with ethyl ... Starting materials: C(C)(=O)C1=C(OC(C2=CC=CC=C12)=O)N[C@@H](CC)C1=CC=CC=C1 (4-acetyl-3-((S)-1-phenyl-propylamino)-isochromen-1-one), NC=1C=NC=CC1 (3-aminopyridine). The yield is 29.9%. The reactants are [F-].[K+] (potassium fluoride), NC1=C(C(=NC(=C1F)Cl)C(=O)OC)C=C (methyl 4-amino-6-chloro-5-fluoro-3-vinylpicolinate), CC1(OB(OC1(C)C)C1=CC=C(C#N)C=C1)C (4-(4,4,5,5-tetramethyl-1,3,2-dioxaborolan-2-yl)benzonitrile), C(C)#N (acetonitrile). Reagents/catalysts: C1=CC=C(C=C1)P(C2=CC=CC=C2)C3=CC=CC=C3.C1=CC=C(C=C1)P(C2=CC=CC=C2)C3=CC=CC=C3.Cl[Pd]Cl (bis(triphenylphosphine)palladium (II) chloride). Run in C(Cl)Cl (CH2Cl2), O (water), O (water). Reaction conditions: time 20 minute. The product is NC1=C(C(=NC(=C1F)C1=CC=C(C=C1)C#N)C(=O)OC)C=C (methyl 4-amino-6-(4-cyanophenyl)-5-fluoro-3-vinylpicolinate). As a reaction SMILES: [F-].[K+].[NH2:3][C:4]1[C:9]([F:10])=[C:8](Cl)[N:7]=[C:6]([C:12]([O:14][CH3:15])=[O:13])[C:5]=1[CH:16]=[CH2:17].CC1(C)C(C)(C)OB([C:26]2[CH:33]=[CH:32][C:29]([C:30]#[N:31])=[CH:28][CH:27]=2)O1.C(#N)C>C(Cl)Cl.O.C1C=CC(P(C2C=CC=CC=2)C2C=CC=CC=2)=CC=1.C1C=CC(P(C2C=CC=CC=2)C2C=CC=CC=2)=CC=1.Cl[Pd]Cl>[NH2:3][C:4]1[C:9]([F:10])=[C:8]([C:26]2[CH:33]=[CH:32][C:29]([C:30]#[N:31])=[CH:28][CH:27]=2)[N:7]=[C:6]([C:12]([O:14][CH3:15])=[O:13])[C:5]=1[CH:16]=[CH2:17] |f:0.1,7.8.9|. Procedure details: To a 5-mL microwave safe vial was added potassium fluoride (0.227 g, 3.90 mmol), methyl 4-amino-6-chloro-5-fluoro-3-vinylpicolinate (0.3 g, 1.301 mmol), bis(triphenylphosphine)palladium (II) chloride (0.091 g, 0.130 mmol) and 4-(4,4,5,5-tetramethyl-1,3,2-dioxaborolan-2-yl)benzonitrile (0.313 g, 1.366 mmol. A mixture of water (1 mL) and acetonitrile (2 mL) was added and the reaction was capped and placed in a Biotage Initiator™ microwave reactor for 20 min at 115° C., with external IR-sensor temp... The product is C(C)C1=CC=2N(C=C1)C(=CN2)C2=NC1=C(C=CC=C1C=C2)O (2-(7-ethylimidazo[1,2-a]pyridin-3-yl)quinolin-8-ol). Starting materials: C(C1=CC=CC=C1)OC=1C=CC=C2C=CC(=NC12)C1=CN=C2N1C=CC(=C2)CC (8-(benzyloxy)-2-(7-ethylimidazo[1,2-a]pyridin-3-yl)quinoline), C(=O)[O-].[NH4+] (ammonium formate). Reported procedure: A suspension of 8-(benzyloxy)-2-(7-ethylimidazo[1,2-a]pyridin-3-yl)quinoline (3.06 g, 8.06 mmol), Pearlman's catalyst (20% wt Pd, 283 mg) and ammonium formate (5.08 g, 80.6 mmol) in MeOH (50 ml) was degassed under nitrogen and heated at 80° C. for three hours, followed by stirring at ambient temperature overnight. The reaction mixture was poured into excess water and extracted with CH2Cl2 and EtOAc. The combined organic extracts were dried over Na2SO4, filtered and concentrated. The crude produc... The reagents and catalysts are [OH-].[OH-].[Pd+2] (Pearlman's catalyst). RXN SMILES: C([O:8][C:9]1[CH:10]=[CH:11][CH:12]=[C:13]2[C:18]=1[N:17]=[C:16]([C:19]1[N:23]3[CH:24]=[CH:25][C:26]([CH2:28][CH3:29])=[CH:27][C:22]3=[N:21][CH:20]=1)[CH:15]=[CH:14]2)C1C=CC=CC=1.C([O-])=O.[NH4+]>[OH-].[OH-].[Pd+2].CO>[CH2:28]([C:26]1[CH:25]=[CH:24][N:23]2[C:19]([C:16]3[CH:15]=[CH:14][C:13]4[C:18](=[C:9]([OH:8])[CH:10]=[CH:11][CH:12]=4)[N:17]=3)=[CH:20][N:21]=[C:22]2[CH:27]=1)[CH3:29] |f:1.2,3.4.5|. The solvent is CO (MeOH). Conditions: temperature 80 celsius, time 8 hour. Starting materials: ClC=1C2=C(SC1C(=O)N1CC(OC(C1)C)C)C=C(C(=C2)O)O ((3-Chloro-5,6-dihydroxy-benzo[b]thiophen-2-yl)-(2,6-dimethyl-morpholin-4-yl)-methanone), [N+](=O)(O)[O-] (HNO3). Solvent: C(C)(=O)OCC (ethyl acetate), ClCCl (dichloromethane). Conditions: time 4 hour. The product is ClC=1C2=C(SC1C(=O)N1CC(OC(C1)C)C)C(=C(C(=C2)O)O)[N+](=O)[O-] ((3-Chloro-5,6-dihydroxy-7-nitro-benzo[b]thiophen-2-yl)-(2,6-dimethyl-morpholin-4-yl)-methanone). Reaction SMILES: [Cl:1][C:2]1[C:3]2[CH:20]=[C:19]([OH:21])[C:18]([OH:22])=[CH:17][C:4]=2[S:5][C:6]=1[C:7]([N:9]1[CH2:14][CH:13]([CH3:15])[O:12][CH:11]([CH3:16])[CH2:10]1)=[O:8].[N+:23]([O-])([OH:25])=[O:24]>C(OCC)(=O)C.ClCCl>[Cl:1][C:2]1[C:3]2[CH:20]=[C:19]([OH:21])[C:18]([OH:22])=[C:17]([N+:23]([O-:25])=[O:24])[C:4]=2[S:5][C:6]=1[C:7]([N:9]1[CH2:10][CH:11]([CH3:16])[O:12][CH:13]([CH3:15])[CH2:14]1)=[O:8]. Procedure details: (3-Chloro-5,6-dihydroxy-benzo[b]thiophen-2-yl)-(2,6-dimethyl-morpholin-4-yl)-methanone (0.20 g) was dissolved in ethyl acetate and 1 N HNO3 solution in dichloromethane (0.64 ml) was added. Stirring was continued for 4 hours. The mixture was concentrated to smaller volume and the precipitate filtered and washed with water. The crude product was recrystallized from N,N-dimethylformamide/ethanol (25:75). Reactants: BrC1=CC2=C(N=C(OC2)NC2CCC3=CC(=CC=C23)F)C=C1 (rac-(6-Bromo-4H-benzo[d][1,3]oxazin-2-yl)-(5-fluoro-indan-1-yl)-amine), NC1=NC(=CC=C1)C(F)(F)F (2-amino-6-trifluoromethyl-pyridine). The product is FC=1C=C2CCC(C2=CC1)NC=1OCC2=C(N1)C=CC(=C2)NC2=NC(=CC=C2)C(F)(F)F (rac-N2-(5-Fluoro-indan-1-yl)-N6-(6-trifluoromethyl-pyridin-2-yl)-4H-benzo[d][1,3]oxazine-2,6-diamine). Yield: 41.1%. As a reaction SMILES: Br[C:2]1[CH:22]=[CH:21][C:5]2[N:6]=[C:7]([NH:10][CH:11]3[C:19]4[C:14](=[CH:15][C:16]([F:20])=[CH:17][CH:18]=4)[CH2:13][CH2:12]3)[O:8][CH2:9][C:4]=2[CH:3]=1.[NH2:23][C:24]1[CH:29]=[CH:28][CH:27]=[C:26]([C:30]([F:33])([F:32])[F:31])[N:25]=1>>[F:20][C:16]1[CH:15]=[C:14]2[C:19](=[CH:18][CH:17]=1)[CH:11]([NH:10][C:7]1[O:8][CH2:9][C:4]3[CH:3]=[C:2]([NH:23][C:24]4[CH:29]=[CH:28][CH:27]=[C:26]([C:30]([F:32])([F:31])[F:33])[N:25]=4)[CH:22]=[CH:21][C:5]=3[N:6]=1)[CH2:12][CH2:13]2. Procedure: The title compound (91 mg, 41%), light brown foam, MS (ISP): m/e=443.3 (M+H+), was prepared in accordance with the general method of Example 35 from rac-(6-bromo-4H-benzo[d][1,3]oxazin-2-yl)-(5-fluoro-indan-1-yl)-amine (Example 53) (181 mg, 0.5 mmol) and commercially available 2-amino-6-trifluoromethyl-pyridine (162 mg, 1.0 mmol). The reactants are C(#N)C1=CC=C(C=C1)C1=CC=C(C=C1)OCCCCCCCCCC (4-Cyano-4′-decyloxybiphenyl), C(C)(=O)O (acetic acid), S(O)(O)(=O)=O (sulphuric acid), O (water). The product is C(CCCCCCCCC)OC1=CC=C(C=C1)C1=CC=C(C=C1)C(=O)O (4′-Decyloxy-4-biphenylcarboxylic acid). RXN SMILES: C(C1[CH:8]=[CH:7][C:6]([C:9]2[CH:14]=[CH:13][C:12]([O:15][CH2:16][CH2:17][CH2:18][CH2:19][CH2:20][CH2:21][CH2:22][CH2:23][CH2:24][CH3:25])=[CH:11][CH:10]=2)=[CH:5][CH:4]=1)#N.S(=O)(=O)(O)O.O.[C:32]([OH:35])(=[O:34])[CH3:33]>>[CH2:16]([O:15][C:12]1[CH:13]=[CH:14][C:9]([C:6]2[CH:5]=[CH:4][C:33]([C:32]([OH:35])=[O:34])=[CH:8][CH:7]=2)=[CH:10][CH:11]=1)[CH2:17][CH2:18][CH2:19][CH2:20][CH2:21][CH2:22][CH2:23][CH2:24][CH3:25]. Procedure: Quantities: compound 57 (17.00 g, 0.051 mol), concentrated sulphuric acid (40 ml), water (40 ml), glacial acetic acid (200 ml). Starting materials: NC=1C=C(C(=O)NCCC(C)C)C=C(C1)N (3,5-diamino-N-(3-methylbutyl)-benzamide), [Li+].[Cl-] (LiCl), N1=CC=CC=C1 (pyridine), C1(CCCCC1)C(=O)Cl (cyclohexanecarbonylchloride), CN1CCCC1=O (NMP). The product is CC(CCNC(C1=CC(=CC(=C1)NC(=O)C1CCCCC1)NC(=O)C1CCCCC1)=O)C (N-(3-methylbutyl)-3,5-bis-(cyclohexanecarbonylamino)-benzamide). RXN SMILES: [NH2:1][C:2]1[CH:3]=[C:4]([CH:13]=[C:14]([NH2:16])[CH:15]=1)[C:5]([NH:7][CH2:8][CH2:9][CH:10]([CH3:12])[CH3:11])=[O:6].[CH:17]1([C:23](Cl)=[O:24])[CH2:22][CH2:21][CH2:20][CH2:19][CH2:18]1.CN1[C:31](=[O:32])[CH2:30][CH2:29][CH2:28]1.[Li+].[Cl-].N1C=C[CH:38]=[CH:37][CH:36]=1>>[CH3:12][CH:10]([CH3:11])[CH2:9][CH2:8][NH:7][C:5](=[O:6])[C:4]1[CH:3]=[C:2]([NH:1][C:23]([CH:17]2[CH2:22][CH2:21][CH2:20][CH2:19][CH2:18]2)=[O:24])[CH:15]=[C:14]([NH:16][C:31]([CH:30]2[CH2:38][CH2:37][CH2:36][CH2:28][CH2:29]2)=[O:32])[CH:13]=1 |f:3.4|. Procedure details: from 0.63 g (2.85 mmol) of 3,5-diamino-N-(3-methylbutyl)-benzamide, 0.97 g (6.62 mmol) of cyclohexanecarbonylchloride, 30 ml of NMP, 5 ml of pyridine and 0.05 g of LiCl according to Method A. RXN SMILES: [C:36]([BH3-:37])#[N:38].[CH3:40][C:41]([CH3:42])=[O:43].[CH3:44][CH2:45][CH2:46][CH2:47][CH2:48][CH3:49].[CH3:50][OH:51].[F:19][c:20]1[cH:21][c:22]2[cH:23][cH:24][cH:25][n:26][c:27]2[c:28]([N:30]2[CH2:31][CH2:32][NH:33][CH2:34][CH2:35]2)[cH:29]1.[F:1][c:2]1[c:3]([N:12]2[CH2:13][CH2:14][C:15](=[O:18])[CH2:16][CH2:17]2)[cH:4][cH:5][c:6]2[cH:7][cH:8][cH:9][n:10][c:11]12.[Na+:39]>>[F:1][c:2]1[c:3]([N:12]2[CH2:13][CH2:14][CH:15]([N:33]3[CH2:32][CH2:31][N:30]([c:28]4[c:27]5[c:22]([cH:21][c:20]([F:19])[cH:29]4)[cH:23][cH:24][cH:25][n:26]5)[CH2:35][CH2:34]3)[CH2:16][CH2:17]2)[cH:4][cH:5][c:6]2[cH:7][cH:8][cH:9][n:10][c:11]12. Product: Fc1cc(N2CCN(C3CCN(c4ccc5cccnc5c4F)CC3)CC2)c2ncccc2c1. The reactants are [BH3-]C#N, CC(C)=O, CCCCCC, CO, Fc1cc(N2CCNCC2)c2ncccc2c1, O=C1CCN(c2ccc3cccnc3c2F)CC1, [Na+]. Starting materials: CN(C1=CC=CC=C1)C (dimethyl aniline), S(=O)(O)O.CN(C1=CC=CC=C1)C (dimethyl aniline sulfite), S(=O)(=O)([O-])[O-].[NH4+].[NH4+] (ammonium sulfate), S(O)(O)(=O)=O (sulfuric acid), S(=O)(O)O.CN(C1=CC=CC=C1)C (dimethyl aniline sulfite). Yields the product S(=O)(=O)(O)O.CN(C1=CC=CC=C1)C (dimethyl aniline sulfate). As a reaction SMILES: S(O)(O)=O.[CH3:5][N:6]([CH3:13])[C:7]1[CH:12]=[CH:11][CH:10]=[CH:9][CH:8]=1.[S:14]([O-:18])([O-:17])(=[O:16])=[O:15].[NH4+].[NH4+].CN(C)C1C=CC=CC=1.S(=O)(=O)(O)O>>[S:14]([OH:18])([OH:17])(=[O:16])=[O:15].[CH3:5][N:6]([CH3:13])[C:7]1[CH:12]=[CH:11][CH:10]=[CH:9][CH:8]=1 |f:0.1,2.3.4,7.8|. Reported procedure: The SO2 -lean and dimethyl aniline-enriched effluent gas from absorber section 5 of tower 6 which contains about 0.15 percent by volume SO2 and about 800-900 p.p.m. of gaseous dimethyl aniline, passes upwardly sequentially through sulfurous acid scrubbing section 9 and sulfuric acid scrubbing section 10. A tail gas containing 0.05 percent by volume SO2 and virtually free of gaseous dimethyl aniline is withdrawn from sulfuric acid scrubbing section 10 through line 18. Substantially pure SO2 gas b... Starting materials: O (water), Cl.CC=1NC(=C(N1)C)C (2,4,5-trimethyl-1H-imidazole hydrochloride), C(CCCCCC)Br (n-heptyl bromide), [H-].[Na+] (sodium hydride). The solvent is CN(C=O)C (N,N-dimethylformamide). Reaction conditions: temperature 0 celsius, time 30 minute. The product is C(CCCCCC)N1C(=NC(=C1C)C)C (1-Heptyl-2,4,5-trimethyl-1H-imidazole). Reaction SMILES: Cl.[CH3:2][C:3]1[NH:4][C:5]([CH3:9])=[C:6]([CH3:8])[N:7]=1.[H-].[Na+].[CH2:12](Br)[CH2:13][CH2:14][CH2:15][CH2:16][CH2:17][CH3:18].O>CN(C)C=O>[CH2:12]([N:4]1[C:5]([CH3:9])=[C:6]([CH3:8])[N:7]=[C:3]1[CH3:2])[CH2:13][CH2:14][CH2:15][CH2:16][CH2:17][CH3:18] |f:0.1,2.3|. Reported procedure: Dissolve 16.0 g (0.019 mole) of 2,4,5-trimethyl-1H-imidazole hydrochloride in 125 ml dry N,N-dimethylformamide and cool to 0° C. Add 8.75 g (0.218 mole) of sodium hydride (60%), stir at 0° C. for 30 minutes and then heat reaction mixture to 100° C. for one hour. Cool to 0° C. and then add 18.0 ml (0.114 mole) of n-heptyl bromide to reaction mixture. Upon completion of addition, heat to 100° C. for four hours, following the progress of the reaction by thin-layer chromatography on silica gel (meth...